Dataset: the Open Reaction Database (ORD), a public repository of structured organic reaction records. Task: describe an organic reaction: reactants, conditions, products, and yield Reactants: CS(=O)(=O)OS(C)(=O)=O, CN(C)c1ccncc1, CCc1ccc(Cc2cc(C3(CO)OC(COCc4ccccc4)C(OCc4ccccc4)C(OCc4ccccc4)C3OCc3ccccc3)c(O)cc2Cl)cc1, ClCCl, c1ccncc1. Yields the product CCc1ccc(Cc2cc3c(cc2Cl)OCC32OC(COCc3ccccc3)C(OCc3ccccc3)C(OCc3ccccc3)C2OCc2ccccc2)cc1. Reaction SMILES: [CH3:65][S:66]([O:67][S:68]([CH3:69])(=[O:70])=[O:71])(=[O:72])=[O:73].[CH3:74][N:75]([c:76]1[cH:77][cH:78][n:79][cH:80][cH:81]1)[CH3:82].[Cl:1][c:2]1[c:3]([CH2:50][c:51]2[cH:52][cH:53][c:54]([CH2:57][CH3:58])[cH:55][cH:56]2)[cH:4][c:5]([C:9]2([CH2:48][OH:49])[O:10][CH:11]([CH2:39][O:40][CH2:41][c:42]3[cH:43][cH:44][cH:45][cH:46][cH:47]3)[CH:12]([O:31][CH2:32][c:33]3[cH:34][cH:35][cH:36][cH:37][cH:38]3)[CH:13]([O:23][CH2:24][c:25]3[cH:26][cH:27][cH:28][cH:29][cH:30]3)[CH:14]2[O:15][CH2:16][c:17]2[cH:18][cH:19][cH:20][cH:21][cH:22]2)[c:6]([OH:8])[cH:7]1.[Cl:83][CH2:84][Cl:85].[cH:59]1[cH:60][cH:61][n:62][cH:63][cH:64]1>>[Cl:1][c:2]1[c:3]([CH2:50][c:51]2[cH:52][cH:53][c:54]([CH2:57][CH3:58])[cH:55][cH:56]2)[cH:4][c:5]2[c:6]([cH:7]1)[O:8][CH2:48][C:9]21[O:10][CH:11]([CH2:39][O:40][CH2:41][c:42]2[cH:43][cH:44][cH:45][cH:46][cH:47]2)[CH:12]([O:31][CH2:32][c:33]2[cH:34][cH:35][cH:36][cH:37][cH:38]2)[CH:13]([O:23][CH2:24][c:25]2[cH:26][cH:27][cH:28][cH:29][cH:30]2)[CH:14]1[O:15][CH2:16][c:17]1[cH:18][cH:19][cH:20][cH:21][cH:22]1.